From a dataset of the Open Reaction Database (ORD), a public repository of structured organic reaction records. describe an organic reaction: reactants, conditions, products, and yield Starting materials: CN (methylamine), solution, ClC1=CC=CC(=N1)C(=O)NC1=C2C=NNC2=CC(=C1)C1=C2C=CNC2=CC=C1 (6-Chloro-N-[6-(1H-indol-4-yl)-1H-indazol-4-yl]-2-pyridinecarboxamide), CN (Methylamine), CCN(C(C)C)C(C)C (DIPEA). The solvent is CS(=O)C.CO (DMSO MeOH), CS(=O)C (DMSO). Reaction conditions: temperature 160 celsius. Yields the product N1C=CC2=C(C=CC=C12)C1=CC(=C2C=NNC2=C1)NC(=O)C1=NC(=CC=C1)NC (N-[6-(1H-Indol-4-yl)-1H-indazol-4-yl]-6-(methylamino)-2-pyridinecarboxamide). RXN SMILES: Cl[C:2]1[N:7]=[C:6]([C:8]([NH:10][C:11]2[CH:19]=[C:18]([C:20]3[CH:28]=[CH:27][CH:26]=[C:25]4[C:21]=3[CH:22]=[CH:23][NH:24]4)[CH:17]=[C:16]3[C:12]=2[CH:13]=[N:14][NH:15]3)=[O:9])[CH:5]=[CH:4][CH:3]=1.CN.C[CH2:32][N:33](C(C)C)C(C)C>CS(C)=O.CS(C)=O.CO>[NH:24]1[C:25]2[C:21](=[C:20]([C:18]3[CH:17]=[C:16]4[C:12]([CH:13]=[N:14][NH:15]4)=[C:11]([NH:10][C:8]([C:6]4[CH:5]=[CH:4][CH:3]=[C:2]([NH:33][CH3:32])[N:7]=4)=[O:9])[CH:19]=3)[CH:28]=[CH:27][CH:26]=2)[CH:22]=[CH:23]1 |f:4.5|. Reported procedure: To a microwave vial was added 2 ml of a solution of 6-chloro-N-[6-(1H-indol-4-yl)-1H-indazol-4-yl]-2-pyridinecarboxamide (350 mg, 0.90 mmol, prepared as described in Example 18) in DMSO (14 ml). Methylamine (2M in THF, 0.129 ml, 0.26 mmol) and DIPEA (0.113 ml) were added and the mixture was heated at 160° C. for 4 h under microwave irradiation. Further methylamine (2M in THF, 0.129 ml, 0.26 mmol) was added and the mixture was again heated at 160° C. for 1 h under microwave irradiation. The crude...